This data is from the Open Reaction Database (ORD), a public repository of structured organic reaction records. The task is: describe an organic reaction: reactants, conditions, products, and yield The reactants are Brc1ccccn1, O=C([O-])[O-], O=C(C=Cc1ccccc1)C=Cc1ccccc1, O=C(C=Cc1ccccc1)C=Cc1ccccc1, O=C(C=Cc1ccccc1)C=Cc1ccccc1, [Cs+], [Cs+], CCOC(=O)C1CNc2ccccc2O1, C1COCCO1, O, [Pd], [Pd]. As a reaction SMILES: [Br:7][c:8]1[cH:9][cH:10][cH:11][cH:12][n:13]1.[C:1](=[O:2])([O-:3])[O-:4].[CH:38](=[CH:39][C:40]([CH:41]=[CH:42][c:43]1[cH:44][cH:45][cH:46][cH:47][cH:48]1)=[O:49])[c:50]1[cH:51][cH:52][cH:53][cH:54][cH:55]1.[CH:56](=[CH:57][C:58]([CH:59]=[CH:60][c:61]1[cH:62][cH:63][cH:64][cH:65][cH:66]1)=[O:67])[c:68]1[cH:69][cH:70][cH:71][cH:72][cH:73]1.[CH:74](=[CH:75][C:76]([CH:77]=[CH:78][c:79]1[cH:80][cH:81][cH:82][cH:83][cH:84]1)=[O:85])[c:86]1[cH:87][cH:88][cH:89][cH:90][cH:91]1.[Cs+:5].[Cs+:6].[O:14]1[c:15]2[c:16]([cH:25][cH:26][cH:27][cH:28]2)[NH:17][CH2:18][CH:19]1[C:20](=[O:21])[O:22][CH2:23][CH3:24].[O:29]1[CH2:30][CH2:31][O:32][CH2:33][CH2:34]1.[OH2:35].[Pd:36].[Pd:37]>>[c:8]1([N:17]2[c:16]3[c:15]([cH:28][cH:27][cH:26][cH:25]3)[O:14][CH:19]([C:20](=[O:21])[O:22][CH2:23][CH3:24])[CH2:18]2)[cH:9][cH:10][cH:11][cH:12][n:13]1. Product: CCOC(=O)C1CN(c2ccccn2)c2ccccc2O1. Reactants: intermediate i, C(C)(C)(C)OC(=O)N1CC2=CC3=CC(=CN=C3N2[C@@H](C1)C)OCC ((R)-7-ethoxy-4-methyl-3,4-dihydro-1H-2,4a,5-triaza-fluorene-2-carboxylic acid tert-butyl ester), C(#N)[BH3-].[Na+] (sodium cyanoborohydride). Yields the product C(C)(C)(C)OC(=O)N1C[C@H]2CC3=CC(=CN=C3N2[C@@H](C1)C)OCC ((4R,9aR)-7-Ethoxy-4-methyl-3,4,9,9a-tetrahydro-1H-2,4a,5-triaza-fluorene-2-carboxylic acid tert-butyl ester). As a reaction SMILES: [C:1]([O:5][C:6]([N:8]1[CH2:20][C@@H:19]([CH3:21])[N:18]2[C:10](=[CH:11][C:12]3[C:17]2=[N:16][CH:15]=[C:14]([O:22][CH2:23][CH3:24])[CH:13]=3)[CH2:9]1)=[O:7])([CH3:4])([CH3:3])[CH3:2].C([BH3-])#N.[Na+]>>[C:1]([O:5][C:6]([N:8]1[CH2:20][C@@H:19]([CH3:21])[N:18]2[C@H:10]([CH2:11][C:12]3[C:17]2=[N:16][CH:15]=[C:14]([O:22][CH2:23][CH3:24])[CH:13]=3)[CH2:9]1)=[O:7])([CH3:3])([CH3:4])[CH3:2] |f:1.2|. Procedure: This compound was prepared in analogy to Example 3, intermediate i) from (R)-7-ethoxy-4-methyl-3,4-dihydro-1H-2,4a,5-triaza-fluorene-2-carboxylic acid tert-butyl ester and sodium cyanoborohydride. Starting materials: C1=CN(C=N1)C(=O)N2C=CN=C2 (CDI), C(C)(C)(C)OC(=O)N[C@@H](C)C(=O)O (N-(t-Butoxycarbonyl)alanine), C(CCC=C)O (4-penten-1-ol). The solvent is C(Cl)Cl (DCM). The product is C(C)(C)(C)OC(=O)NC(C(=O)OCCCC=C)C (pent-4-en-1-yl 2-((tert-butoxycarbonyl)amino)propanoate). As a reaction SMILES: [C:1]([O:5][C:6]([NH:8][C@H:9]([C:11]([OH:13])=[O:12])[CH3:10])=[O:7])([CH3:4])([CH3:3])[CH3:2].C1N=CN(C(N2C=NC=C2)=O)C=1.[CH2:26](O)[CH2:27][CH2:28][CH:29]=[CH2:30]>C(Cl)Cl>[C:1]([O:5][C:6]([NH:8][CH:9]([CH3:10])[C:11]([O:13][CH2:30][CH2:29][CH2:28][CH:27]=[CH2:26])=[O:12])=[O:7])([CH3:2])([CH3:3])[CH3:4]. Procedure: N-(t-Butoxycarbonyl)alanine (3.1 g, 1 eq) and DCM (50 mL) were added to a vessel with stirring followed by the addition of CDI (3.1 g, 1.15 eq). The mixture was stirred at ambient temperature for 18 h after which time 4-penten-1-ol (1.8 g, 1.25 eq) was added. The mixture was stirred a further 18 h at ambient temperature at which point the reaction was quenched with 1N HCl. A biphasic mixture was formed and the layers were separated. The organic layer was washed with saturated aqueous NaHCO3 solu... The reactants are CN(C)C=O, CON=C(C(=O)O)c1nsc(N)n1, O=P(Cl)(Cl)Cl. Product: CON=C(C(=O)Cl)c1nsc(N)n1. Reaction SMILES: [CH3:19][N:20]([CH3:21])[CH:22]=[O:23].[NH2:1][c:2]1[n:3][c:4]([C:7]([C:8](=[O:9])[OH:10])=[N:11][O:12][CH3:13])[n:5][s:6]1.[P:14]([Cl:15])([Cl:16])([Cl:17])=[O:18]>>[NH2:1][c:2]1[n:3][c:4]([C:7]([C:8](=[O:9])[Cl:16])=[N:11][O:12][CH3:13])[n:5][s:6]1.